Task: describe an organic reaction: reactants, conditions, products, and yield. Dataset: the Open Reaction Database (ORD), a public repository of structured organic reaction records Yields the product ClC1=C(C=CC(=C1)P(=O)(C)C)NC1=NC=C(C(=C1)NC1=C(C=CC=C1)S(=O)(=O)C(C)C)C(F)(F)F (N2-[2-chloro-4-(dimethylphosphoryl)phenyl]-N4-[2-(propan-2-ylsulfonyl)phenyl]-5-(trifluoromethyl)pyridine-2,4-diamine). Reactants: ClC1=NC=C(C(=C1)NC1=C(C=CC=C1)S(=O)(=O)C(C)C)C(F)(F)F (2-chloro-N-[2-(propan-2-ylsulfonyl)phenyl]-5-(trifluoromethyl)pyridin-4-amine), ClC1=C(N)C=CC(=C1)P(=O)(C)C (2-chloro-4-(dimethylphosphoryl)-aniline). RXN SMILES: Cl[C:2]1[CH:7]=[C:6]([NH:8][C:9]2[CH:14]=[CH:13][CH:12]=[CH:11][C:10]=2[S:15]([CH:18]([CH3:20])[CH3:19])(=[O:17])=[O:16])[C:5]([C:21]([F:24])([F:23])[F:22])=[CH:4][N:3]=1.[Cl:25][C:26]1[CH:32]=[C:31]([P:33]([CH3:36])([CH3:35])=[O:34])[CH:30]=[CH:29][C:27]=1[NH2:28]>>[Cl:25][C:26]1[CH:32]=[C:31]([P:33]([CH3:35])([CH3:36])=[O:34])[CH:30]=[CH:29][C:27]=1[NH:28][C:2]1[CH:7]=[C:6]([NH:8][C:9]2[CH:14]=[CH:13][CH:12]=[CH:11][C:10]=2[S:15]([CH:18]([CH3:20])[CH3:19])(=[O:16])=[O:17])[C:5]([C:21]([F:24])([F:22])[F:23])=[CH:4][N:3]=1. Procedure: This compound can be prepared as described in Example 80 by reacting 2-chloro-N-[2-(propan-2-ylsulfonyl)phenyl]-5-(trifluoromethyl)pyridin-4-amine with 2-chloro-4-(dimethylphosphoryl)-aniline. Reactants: C(C1=CC=CC=C1)OC=1C(=NC(=NC1)C)OCC(=O)OC (5-benzyloxy-4-(methoxycarbonyl)methoxy-2-methylpyrimidine). Reagents/catalysts: [Pd] (palladium/carbon). The solvent is C(C)(=O)OCC (ethyl acetate). Reaction conditions: time 3 hour. Yields the product OC=1C(=NC(=NC1)C)OCC(=O)OC (5-hydroxy-4-(methoxycarbonyl)methoxy-2-methylpyrimidine). Isolated yield 103.9%. As a reaction SMILES: C([O:8][C:9]1[C:10]([O:16][CH2:17][C:18]([O:20][CH3:21])=[O:19])=[N:11][C:12]([CH3:15])=[N:13][CH:14]=1)C1C=CC=CC=1>[Pd].C(OCC)(=O)C>[OH:8][C:9]1[C:10]([O:16][CH2:17][C:18]([O:20][CH3:21])=[O:19])=[N:11][C:12]([CH3:15])=[N:13][CH:14]=1. Reported procedure: A mixture of 0.21 g of 5-benzyloxy-4-(methoxycarbonyl)methoxy-2-methylpyrimidine, 16 mg of 10% palladium/carbon and 1.5 ml of ethyl acetate was stirred for 3 hours at room temperature under hydrogen atmosphere. The reaction system was purged with nitrogen, then, the reaction solution was filtrated through Celite, and the filtrate was concentrated to obtain 0.15 g of 5-hydroxy-4-(methoxycarbonyl)methoxy-2-methylpyrimidine.